From a dataset of the Open Reaction Database (ORD), a public repository of structured organic reaction records. describe an organic reaction: reactants, conditions, products, and yield Starting materials: C(C)(C)(C)OC(NCCCN(C(C1=CC=C(C=C1)Cl)=O)C(CC)C=1N(C(C2=C(N1)SN=C2C)=O)CC2=CC=CC=C2)=O ({3-[[1-(5-benzyl-3-methyl-4-oxo-4,5-dihydro-isothiazolo[5,4-d]pyrimidin-6-yl)-propyl]-(4-chloro-benzoyl)-amino]-propyl}-carbamic acid tert-butyl ester), C(=O)(C(F)(F)F)O (TFA). The solvent is C(Cl)Cl (CH2Cl2). Conditions: time 1 hour. Yields the product NCCCN(C(C1=CC=C(C=C1)Cl)=O)C(CC)C=1N(C(C2=C(N1)SN=C2C)=O)CC2=CC=CC=C2 (N-(3-amino-propyl)-N-[1-(5-benzyl-3-methyl-4-oxo-4,5-dihydro-isothiazolo[5,4-d]pyrimidin-6-yl)-propyl]-4-chloro-benzamide). Isolated yield 81.2%. Reaction SMILES: C(OC(=O)[NH:7][CH2:8][CH2:9][CH2:10][N:11]([CH:21]([C:24]1[N:25]([CH2:35][C:36]2[CH:41]=[CH:40][CH:39]=[CH:38][CH:37]=2)[C:26](=[O:34])[C:27]2[C:32]([CH3:33])=[N:31][S:30][C:28]=2[N:29]=1)[CH2:22][CH3:23])[C:12](=[O:20])[C:13]1[CH:18]=[CH:17][C:16]([Cl:19])=[CH:15][CH:14]=1)(C)(C)C.C(O)(C(F)(F)F)=O>C(Cl)Cl>[NH2:7][CH2:8][CH2:9][CH2:10][N:11]([CH:21]([C:24]1[N:25]([CH2:35][C:36]2[CH:37]=[CH:38][CH:39]=[CH:40][CH:41]=2)[C:26](=[O:34])[C:27]2[C:32]([CH3:33])=[N:31][S:30][C:28]=2[N:29]=1)[CH2:22][CH3:23])[C:12](=[O:20])[C:13]1[CH:14]=[CH:15][C:16]([Cl:19])=[CH:17][CH:18]=1. Reported procedure: To a solution of 34 (62 mg, 0.14 mmol) in CH2Cl2 (8 mL) was added TFA (2 mL). The reaction mixture was stirred at room temperature for 1 h, concentrated in vacuo. The residue was purified by preparative HPLC to give 35 (58 mg, 76%)as a white solid. MS(ESI): 511 (M+H)+. Solvent: C1CCOC1 (THF), O (water), CCOC(=O)C (EtOAc). Conditions: temperature -50 celsius, time 30 minute. The reactants are [Si](C)(C)(C(C)(C)C)C1=C(C(=NC(=C1F)F)C(=O)C=1C(=NC=NC1Cl)Cl)F ([4-[tert-butyl(dimethyl)silyl]-3,5,6-trifluoro-2-pyridyl]-(4,6-dichloropyrimidin-5-yl)methanone), NN (Hydrazine). The product is [Si](C)(C)(C(C)(C)C)C1=C(C(=NC(=C1F)F)C1=NNC2=NC=NC(=C21)Cl)F (3-(4-(tert-butyldimethylsilyl)-3,5,6-trifluoropyridin-2-yl)-4-chloro-1H-pyrazolo[3,4-d]pyrimidine). Procedure details: [4-[tert-butyl(dimethyl)silyl]-3,5,6-trifluoro-2-pyridyl]-(4,6-dichloropyrimidin-5-yl)methanone (901 mg, 2.13 mmol) was dissolved in THF (18 mL) and cooled to −50° C. Hydrazine (1M in THF) (2.20 mL of 1 M, 2.20 mmol) was added dropwise over 10 minutes. The reaction mixture was stirred at this temperature for 30 minutes and then allowed to warm to ambient temperature for 30 minutes. The reaction mixture was diluted with water and EtOAc. The organic layer was separated, washed with water (2×), bri... As a reaction SMILES: [Si:1]([C:8]1[C:13]([F:14])=[C:12]([F:15])[N:11]=[C:10]([C:16]([C:18]2[C:19]([Cl:25])=[N:20][CH:21]=[N:22][C:23]=2Cl)=O)[C:9]=1[F:26])([C:4]([CH3:7])([CH3:6])[CH3:5])([CH3:3])[CH3:2].[NH2:27][NH2:28]>C1COCC1.O.CCOC(C)=O>[Si:1]([C:8]1[C:13]([F:14])=[C:12]([F:15])[N:11]=[C:10]([C:16]2[C:18]3[C:23](=[N:22][CH:21]=[N:20][C:19]=3[Cl:25])[NH:28][N:27]=2)[C:9]=1[F:26])([C:4]([CH3:6])([CH3:5])[CH3:7])([CH3:2])[CH3:3]. The yield is 58.5%. Procedure details: 2-t-Butoxycarbonylamino-4-hydroxymethyl-thiophene-3-carboxylic acid ethyl ester (2.83 g, 9.44 mmol) was dissolved in anhydrous CH2Cl2 (165 mL) and treated with manganese dioxide (16.41 g, 188.70 mmol). It was stirred at room temperature for 5 hr then it was filtered through a pad of Celite. The Celite was washed with copious amounts of acetone. The filtrate was concentrated in vacuo to give title compound (2.69 g, 95%). MS m/e (CI) 300.0 (M+H)+; 1H NMR (300 MHz, CDCl3): δ ppm 1.42 (t, 3H), 1.55 ... The product is C(C)OC(=O)C1=C(SC=C1C=O)NC(=O)OC(C)(C)C (2-t-butoxycarbonylamino-4-formyl-thiophene-3-carboxylic acid ethyl ester). The yield is 95.2%. Starting materials: C(C)OC(=O)C1=C(SC=C1CO)NC(=O)OC(C)(C)C (2-t-Butoxycarbonylamino-4-hydroxymethyl-thiophene-3-carboxylic acid ethyl ester). RXN SMILES: [CH2:1]([O:3][C:4]([C:6]1[C:10]([CH2:11][OH:12])=[CH:9][S:8][C:7]=1[NH:13][C:14]([O:16][C:17]([CH3:20])([CH3:19])[CH3:18])=[O:15])=[O:5])[CH3:2]>C(Cl)Cl.[O-2].[O-2].[Mn+4]>[CH2:1]([O:3][C:4]([C:6]1[C:10]([CH:11]=[O:12])=[CH:9][S:8][C:7]=1[NH:13][C:14]([O:16][C:17]([CH3:18])([CH3:20])[CH3:19])=[O:15])=[O:5])[CH3:2] |f:2.3.4|. Solvent: C(Cl)Cl (CH2Cl2). Reaction conditions: time 5 hour. Reagents/catalysts: [O-2].[O-2].[Mn+4] (manganese dioxide). Conditions: time 15 hour. Procedure details: To a solution of 1-benzyl-3-(4-chloro-phenyl)-1,4,5,6,7,8-hexahydro-1,2,6-triaza-azulene (Example 59, Step E; 0.1 mmol) in 1,2-dichloroethane (5 mL) was added acetic acid (0.2 mmol), formaldehyde (37% water solution, 0.037 mL), and NaBH(OAc)3 (0.2 mmol). The mixture was stirred at RT for 15 h. The mixture was diluted with CH2Cl2 and washed with satd. aq. NaHCO3 (2×). The combined organic layers were dried over Na2SO4, filtered, and concentrated in vacuo. Chromatography on SiO2 (2 M NH3 in MeOH/C... The reactants are C(C1=CC=CC=C1)N1N=C(C=2CCNCCC12)C1=CC=C(C=C1)Cl (1-Benzyl-3-(4-chloro-phenyl)-1,4,5,6,7,8-hexahydro-1,2,6-triaza-azulene), C(C)(=O)O (acetic acid), C=O (formaldehyde), [BH-](OC(=O)C)(OC(=O)C)OC(=O)C.[Na+] (NaBH(OAc)3). As a reaction SMILES: [CH2:1]([N:8]1[C:17]2[CH2:16][CH2:15][NH:14][CH2:13][CH2:12][C:11]=2[C:10]([C:18]2[CH:23]=[CH:22][C:21]([Cl:24])=[CH:20][CH:19]=2)=[N:9]1)[C:2]1[CH:7]=[CH:6][CH:5]=[CH:4][CH:3]=1.[C:25](O)(=O)C.C=O.[BH-](OC(C)=O)(OC(C)=O)OC(C)=O.[Na+]>ClCCCl.C(Cl)Cl>[CH2:1]([N:8]1[C:17]2[CH2:16][CH2:15][N:14]([CH3:25])[CH2:13][CH2:12][C:11]=2[C:10]([C:18]2[CH:23]=[CH:22][C:21]([Cl:24])=[CH:20][CH:19]=2)=[N:9]1)[C:2]1[CH:7]=[CH:6][CH:5]=[CH:4][CH:3]=1 |f:3.4|. Yield: 42.6%. Run in C(Cl)Cl (CH2Cl2), ClCCCl (1,2-dichloroethane). Product: C(C1=CC=CC=C1)N1N=C(C=2CCN(CCC12)C)C1=CC=C(C=C1)Cl (1-Benzyl-3-(4-chloro-phenyl)-6-methyl-1,4,5,6,7,8-hexahydro-1,2,6-triaza-azulene). Product: CCOC1CCN(C(=O)c2cc(CC(=O)c3c(C(=O)OC)c(C)n(C)c3C)ccc2F)CC1. RXN SMILES: [C:35](=[O:36])([O-:37])[O-:38].[CH2:3]([CH3:4])[O:5][CH:6]1[CH2:7][CH2:8][N:9]([C:12](=[O:13])[c:14]2[cH:15][c:16]([CH2:21][C:22](=[O:23])[c:24]3[c:25]([C:31](=[O:32])[O:33][CH3:34])[c:26]([CH3:30])[nH:27][c:28]3[CH3:29])[cH:17][cH:18][c:19]2[F:20])[CH2:10][CH2:11]1.[I:1][CH3:2].[K+:39].[K+:40].[O:42]=[CH:43][N:44]([CH3:45])[CH3:46].[OH2:41]>>[CH2:3]([CH3:4])[O:5][CH:6]1[CH2:7][CH2:8][N:9]([C:12](=[O:13])[c:14]2[cH:15][c:16]([CH2:21][C:22](=[O:23])[c:24]3[c:25]([C:31](=[O:32])[O:33][CH3:34])[c:26]([CH3:30])[n:27]([CH3:35])[c:28]3[CH3:29])[cH:17][cH:18][c:19]2[F:20])[CH2:10][CH2:11]1. The reactants are O=C([O-])[O-], CCOC1CCN(C(=O)c2cc(CC(=O)c3c(C)[nH]c(C)c3C(=O)OC)ccc2F)CC1, CI, [K+], [K+], CN(C)C=O, O. The reactants are Cl.ON=C(C(=O)OCC)C=1N=C(SC1)NC(C1=CC=CC=C1)(C1=CC=CC=C1)C1=CC=CC=C1 (ethyl 2-hydroxyimino-2-(2-tritylamino-4-thiazolyl)-acetate hydrochloride), BrCCBr (1,2-dibromoethane), O (water), C([O-])([O-])=O.[K+].[K+] (potassium carbonate). Solvent: CN(C=O)C (dimethylformamide), C(Cl)Cl (methylene chloride). Conditions: temperature 20 celsius, time 20 minute. Product: BrCCON=C(C(=O)OCC)C=1N=C(SC1)NC(C1=CC=CC=C1)(C1=CC=CC=C1)C1=CC=CC=C1 (ethyl 2-(bromoethoxyimino)-2-(2-tritylamino-4-thiazolyl)-acetate), product. As a reaction SMILES: Cl.[OH:2][N:3]=[C:4]([C:10]1[N:11]=[C:12]([NH:15][C:16]([C:29]2[CH:34]=[CH:33][CH:32]=[CH:31][CH:30]=2)([C:23]2[CH:28]=[CH:27][CH:26]=[CH:25][CH:24]=2)[C:17]2[CH:22]=[CH:21][CH:20]=[CH:19][CH:18]=2)[S:13][CH:14]=1)[C:5]([O:7][CH2:8][CH3:9])=[O:6].C(=O)([O-])[O-].[K+].[K+].[Br:41][CH2:42][CH2:43]Br.O>CN(C)C=O.C(Cl)Cl>[Br:41][CH2:42][CH2:43][O:2][N:3]=[C:4]([C:10]1[N:11]=[C:12]([NH:15][C:16]([C:29]2[CH:30]=[CH:31][CH:32]=[CH:33][CH:34]=2)([C:23]2[CH:24]=[CH:25][CH:26]=[CH:27][CH:28]=2)[C:17]2[CH:22]=[CH:21][CH:20]=[CH:19][CH:18]=2)[S:13][CH:14]=1)[C:5]([O:7][CH2:8][CH3:9])=[O:6] |f:0.1,2.3.4|. Procedure: A mixture of 4.94 g of the syn isomer of ethyl 2-hydroxyimino-2-(2-tritylamino-4-thiazolyl)-acetate hydrochloride in 10 ml of dimethylformamide was admixed under an inert atmosphere at room temperature over 3 minutes with 4.14 g of potassium carbonate and the mixture was stirred at 20° C. for 20 minutes. 8.65 ml of 1,2-dibromoethane were added thereto and the mixture was stirred for 30 hours and was then poured into a mixture of 100 ml of distilled water and 20 ml of methylene chloride. The deca... Starting materials: Cl.BrC=1C=C(C=CC1)N(N)C (1-(3-bromophenyl)-1-methylhydrazine hydrochloride), Cl (HCl), C(C)OC(CCCN)OCC (4-aminobutyraldehyde diethyl acetal), C(=C)C(=O)C (methyl vinyl ketone), Cl (HCl). Run in CCO (EtOH), CCOCC (Et2O). Conditions: temperature 100 celsius, time 1 hour. The product is BrC=1C=CC=2C3=C(N(C2C1)C)CCN1CCCC13 (9-bromo-7-methyl-2,3,5,6,7,11c-hexahydro-1H-indolizino[7,8-b]indole). The yield is 19.6%. Reaction SMILES: C(O[CH:4](OCC)[CH2:5][CH2:6][CH2:7][NH2:8])C.[CH:12]([C:14]([CH3:16])=O)=[CH2:13].Cl.Cl.[Br:19][C:20]1[CH:21]=[C:22]([N:26]([CH3:28])N)[CH:23]=[CH:24][CH:25]=1>CCOCC.CCO>[Br:19][C:20]1[CH:25]=[CH:24][C:23]2[C:13]3[CH:4]4[N:8]([CH2:7][CH2:6][CH2:5]4)[CH2:16][CH2:14][C:12]=3[N:26]([CH3:28])[C:22]=2[CH:21]=1 |f:3.4|. Procedure details: To a solution of 4-aminobutyraldehyde diethyl acetal (12.5 mL, 63.3 mmol) in Et2O (25 mL) was added methyl vinyl ketone (6.70 mL, 82.3 mmol). After 1 h, concentrated HCl (35 mL) was added, and the reaction mixture was heated at 100° C. for 3 h. After the mixture was concentrated, the residue was diluted with EtOH (25 mL), and 1-(3-bromophenyl)-1-methylhydrazine hydrochloride (3.90 g, 15.9 mmol) was added followed by concentrated HCl (25 mL). The reaction was heated at reflux overnight. After the... Starting materials: C(C)(C)N1N=CN=C1C=1SC=2CCOC3=C(C2N1)C=CC(=C3)C3CN(C3)CC(=O)N (2-{3-[2-(2-isopropyl-2H-[1,2,4]triazol-3-yl)-4,5-dihydro-6-oxa-3-thia-1-aza-benzo[e]azulen-8-yl]-azetidin-1-yl}-acetamide), BrC(C(=O)OC)(C)C (methyl 2-bromoisobutyrate), C([O-])([O-])=O.[Cs+].[Cs+] (cesium carbonate). Solvent: CN(C)C=O (DMF). Yields the product COC(C(C)(C)N1CC(C1)C1=CC2=C(C=3N=C(SC3CCO2)C=2N(N=CN2)C(C)C)C=C1)=O (2-{3-[2-(2-Isopropyl-2H-[1,2,4]triazol-3-yl)-4,5-dihydro-6-oxa-3-thia-1-aza-benzo[e]azulen-8-yl]-azetidin-1-yl}-2-methyl-propionic acid methyl ester). As a reaction SMILES: [CH:1]([N:4]1[C:8]([C:9]2[S:10][C:11]3[CH2:12][CH2:13][O:14][C:15]4[CH:22]=[C:21]([CH:23]5[CH2:26][N:25](CC(N)=O)[CH2:24]5)[CH:20]=[CH:19][C:16]=4[C:17]=3[N:18]=2)=[N:7][CH:6]=[N:5]1)([CH3:3])[CH3:2].Br[C:32]([CH3:38])([CH3:37])[C:33]([O:35][CH3:36])=[O:34].C(=O)([O-])[O-].[Cs+].[Cs+]>CN(C=O)C>[CH3:36][O:35][C:33](=[O:34])[C:32]([N:25]1[CH2:26][CH:23]([C:21]2[CH:20]=[CH:19][C:16]3[C:17]4[N:18]=[C:9]([C:8]5[N:4]([CH:1]([CH3:3])[CH3:2])[N:5]=[CH:6][N:7]=5)[S:10][C:11]=4[CH2:12][CH2:13][O:14][C:15]=3[CH:22]=2)[CH2:24]1)([CH3:38])[CH3:37] |f:2.3.4|. Reported procedure: The title compound was prepared by a similar procedure to 2-{3-[2-(2-isopropyl-2H-[1,2,4]triazol-3-yl)-4,5-dihydro-6-oxa-3-thia-1-aza-benzo[e]azulen-8-yl]-azetidin-1-yl}-acetamide using methyl 2-bromoisobutyrate, cesium carbonate instead of potassium carbonate and DMF. The reaction was performed at 80° C. to give 2-{3-[2-(2-Isopropyl-2H-[1,2,4]triazol-3-yl)-4,5-dihydro-6-oxa-3-thia-1-aza-benzo[e]azulen-8-yl]-azetidin-1-yl}-2-methyl-propionic acid methyl ester isolated as a white solid (147 mg, 6...